This data is from the Open Reaction Database (ORD), a public repository of structured organic reaction records. The task is: describe an organic reaction: reactants, conditions, products, and yield Starting materials: C(CCCCC)C=1C=CC2=C(C(CCCC2)(C)C)C1 (2-hexyl-9,9-dimethyl-6,7,8,9-tetrahydro-5H-benzocycloheptene), BrBr (Br2). Reagents/catalysts: [Fe] (Fe). The solvent is C(Cl)Cl (CH2Cl2), C(Cl)Cl (CH2Cl2). Reaction conditions: time 30 minute. Yields the product BrC=1C(=CC2=C(CCCCC2(C)C)C1)CCCCCC (2-bromo-3-hexyl-5,5-dimethyl-6,7,8,9-tetrahydro-5H-benzocycloheptene). As a reaction SMILES: [CH2:1]([C:7]1[CH:8]=[CH:9][C:10]2[CH2:16][CH2:15][CH2:14][CH2:13][C:12]([CH3:18])([CH3:17])[C:11]=2[CH:19]=1)[CH2:2][CH2:3][CH2:4][CH2:5][CH3:6].[Br:20]Br>C(Cl)Cl.[Fe]>[Br:20][C:8]1[C:7]([CH2:1][CH2:2][CH2:3][CH2:4][CH2:5][CH3:6])=[CH:19][C:11]2[C:12]([CH3:18])([CH3:17])[CH2:13][CH2:14][CH2:15][CH2:16][C:10]=2[CH:9]=1. Reported procedure: This 3.08 g of 2-hexyl-9,9-dimethyl-6,7,8,9-tetrahydro-5H-benzocycloheptene were dissolved in 35 ml of CH2Cl2, treated at 0° with a spatula tip of Fe powder and then reacted with a solution of 0.67 ml of Br2 (1.1 eq.) in 5 ml of CH2Cl2. After 30 min., the mixture was poured on to ice, extracted with diethyl ether, washed with bisulphite solution and NaCl soln., dried over Na2SO4 and evaporated to dryness. Flash chromatography on SiO2 (hexane) gave 3.21 g of 2-bromo-3-hexyl-5,5-dimethyl-6,7,8,9-t... The reactants are C(#N)C=1C=C(C=CC1OC(C)C)C1=NC(=NO1)C=1C(=C2CCN(C(C2=CC1)CCCC(=O)OCC)C(=O)OC(C)(C)C)C (1,1-dimethylethyl 6-(5-{3-cyano-4-[(1-methylethyl)oxy]phenyl}-1,2,4-oxadiazol-3-yl)-1-[4-(ethyloxy)-4-oxobutyl]-5-methyl-3,4-dihydro-2(1H)-isoquinolinecarboxylate), [OH-].[Na+] (sodium hydroxide), [OH-].[Na+] (sodium hydroxide). The solvent is C(C)O (ethanol). Run at time 3 hour. The product is C(#N)C=1C=C(C=CC1OC(C)C)C1=NC(=NO1)C=1C(=C2CCN(C(C2=CC1)CCCC(=O)O)C(=O)OC(C)(C)C)C (4-(6-(5-{3-Cyano-4-[(1-methylethyl)oxy]phenyl}-1,2,4-oxadiazol-3-yl)-2-{[(1,1-dimethylethyl)oxy]carbonyl}-5-methyl-1,2,3,4-tetrahydro-1-isoquinolinyl)butanoic acid). The yield is 96.3%. RXN SMILES: [C:1]([C:3]1[CH:4]=[C:5]([C:13]2[O:17][N:16]=[C:15]([C:18]3[C:19]([CH3:43])=[C:20]4[C:25](=[CH:26][CH:27]=3)[CH:24]([CH2:28][CH2:29][CH2:30][C:31]([O:33]CC)=[O:32])[N:23]([C:36]([O:38][C:39]([CH3:42])([CH3:41])[CH3:40])=[O:37])[CH2:22][CH2:21]4)[N:14]=2)[CH:6]=[CH:7][C:8]=1[O:9][CH:10]([CH3:12])[CH3:11])#[N:2].[OH-].[Na+]>C(O)C>[C:1]([C:3]1[CH:4]=[C:5]([C:13]2[O:17][N:16]=[C:15]([C:18]3[C:19]([CH3:43])=[C:20]4[C:25](=[CH:26][CH:27]=3)[CH:24]([CH2:28][CH2:29][CH2:30][C:31]([OH:33])=[O:32])[N:23]([C:36]([O:38][C:39]([CH3:40])([CH3:42])[CH3:41])=[O:37])[CH2:22][CH2:21]4)[N:14]=2)[CH:6]=[CH:7][C:8]=1[O:9][CH:10]([CH3:12])[CH3:11])#[N:2] |f:1.2|. Procedure details: To a solution of 1,1-dimethylethyl 6-(5-{3-cyano-4-[(1-methylethyl)oxy]phenyl}-1,2,4-oxadiazol-3-yl)-1-[4-(ethyloxy)-4-oxobutyl]-5-methyl-3,4-dihydro-2(1H)-isoquinolinecarboxylate (Preparation 29; 111 mg, 0.189 mmol) in ethanol (5 ml) was added 2M aqueous sodium hydroxide (0.189 ml, 0.377 mmol) and the resulting mixture was stirred at room temperature for 3 h. More 2M aqueous sodium hydroxide (2 equivalents) was added, and stirring was continued at room temperature for a further 3 h. Most of the... Reactants: O=C([O-])[O-], CC(C)=O, Fc1ccc(C(=CCBr)c2ccc(F)cc2)cc1, [K+], [K+], CCCN1C(=O)OC2(CCNCC2)C1(C)O. Product: CCCN1C(=O)OC2(CCN(CC=C(c3ccc(F)cc3)c3ccc(F)cc3)CC2)C1(C)O. Reaction SMILES: [C:35](=[O:36])([O-:37])[O-:38].[CH3:41][C:42](=[O:43])[CH3:44].[F:1][c:2]1[cH:3][cH:4][c:5]([C:8](=[CH:9][CH2:10][Br:11])[c:12]2[cH:13][cH:14][c:15]([F:18])[cH:16][cH:17]2)[cH:6][cH:7]1.[K+:39].[K+:40].[OH:19][C:20]1([CH3:34])[N:21]([CH2:31][CH2:32][CH3:33])[C:22](=[O:30])[O:23][C:24]12[CH2:25][CH2:26][NH:27][CH2:28][CH2:29]2>>[F:1][c:2]1[cH:3][cH:4][c:5]([C:8](=[CH:9][CH2:10][N:27]2[CH2:26][CH2:25][C:24]3([C:20]([OH:19])([CH3:34])[N:21]([CH2:31][CH2:32][CH3:33])[C:22](=[O:30])[O:23]3)[CH2:29][CH2:28]2)[c:12]2[cH:13][cH:14][c:15]([F:18])[cH:16][cH:17]2)[cH:6][cH:7]1. The reactants are BrC1=CC(N(C=C1OC)C(C(=O)NC1=CC=C(C(=O)OC(C)(C)C)C=C1)C)=O (tert-butyl 4-{[2-(4-bromo-5-methoxy-2-oxopyridin-1(2H)-yl)propanoyl]amino}benzoate), [1,1-bis(diphenylphosphino)ferrocene]palladium(II) chloride dichloromethane, ClC=1C=CC(=C(C1)B(O)O)C (5-chloro-2-methylphenylboronic acid), C([O-])([O-])=O.[K+].[K+] (potassium carbonate). The solvent is O1CCOCC1 (dioxane). Conditions: time 8 hour. The product is ClC=1C=CC(=C(C1)C1=CC(N(C=C1OC)C(C(=O)NC1=CC=C(C(=O)OC(C)(C)C)C=C1)C)=O)C (tert-Butyl 4-({2-[4-(5-chloro-2-methylphenyl)-5-methoxy-2-oxopyridin-1(2H)-yl]propanoyl}amino)benzoate). RXN SMILES: Br[C:2]1[C:7]([O:8][CH3:9])=[CH:6][N:5]([CH:10]([CH3:27])[C:11]([NH:13][C:14]2[CH:26]=[CH:25][C:17]([C:18]([O:20][C:21]([CH3:24])([CH3:23])[CH3:22])=[O:19])=[CH:16][CH:15]=2)=[O:12])[C:4](=[O:28])[CH:3]=1.[Cl:29][C:30]1[CH:31]=[CH:32][C:33]([CH3:39])=[C:34](B(O)O)[CH:35]=1.C(=O)([O-])[O-].[K+].[K+]>O1CCOCC1>[Cl:29][C:30]1[CH:35]=[CH:34][C:33]([CH3:39])=[C:32]([C:2]2[C:7]([O:8][CH3:9])=[CH:6][N:5]([CH:10]([CH3:27])[C:11]([NH:13][C:14]3[CH:26]=[CH:25][C:17]([C:18]([O:20][C:21]([CH3:24])([CH3:23])[CH3:22])=[O:19])=[CH:16][CH:15]=3)=[O:12])[C:4](=[O:28])[CH:3]=2)[CH:31]=1 |f:2.3.4|. Reported procedure: Under argon (in a flask dried by heating), 92 mg (0.20 mmol) of tert-butyl 4-{[2-(4-bromo-5-methoxy-2-oxopyridin-1(2H)-yl)propanoyl]amino}benzoate (racemate), 41 mg (0.24 mmol, 1.2 eq.) of 5-chloro-2-methylphenylboronic acid, 84 mg (0.61 mmol, 3.0 eq.) of potassium carbonate and 16 mg (0.02 mmol, 0.1 eq.) of [1,1-bis(diphenylphosphino)ferrocene]palladium(II) chloride/dichloromethane monoadduct were suspended in 5.0 ml of dioxane and stirred overnight in an oil bath already preheated to 110° C. T...